This data is from the Open Reaction Database (ORD), a public repository of structured organic reaction records. The task is: describe an organic reaction: reactants, conditions, products, and yield Starting materials: [BH3-]C#N, CCOC(=O)C1CCCC1=O, CCN, CCO, CC(=O)O, [Na+], C1CCOC1. Yields the product CCNC1=C(C(=O)OCC)CCC1. As a reaction SMILES: [C:20]([BH3-:21])#[N:22].[CH2:1]([CH3:2])[O:3][C:4](=[O:5])[CH:6]1[C:7](=[O:11])[CH2:8][CH2:9][CH2:10]1.[CH3:12][CH2:13][NH2:14].[CH3:24][CH2:25][OH:26].[CH3:27][C:28](=[O:29])[OH:30].[Na+:23].[O:15]1[CH2:16][CH2:17][CH2:18][CH2:19]1>>[CH2:1]([CH3:2])[O:3][C:4](=[O:5])[C:6]1=[C:7]([NH:14][CH2:13][CH3:12])[CH2:8][CH2:9][CH2:10]1.